From a dataset of the Open Reaction Database (ORD), a public repository of structured organic reaction records. describe an organic reaction: reactants, conditions, products, and yield Product: CCc1c(Sc2ccccc2)n(CC2=CC(C(O[SiH](C)C)C(C)(C)C)C(C(O[SiH](C)C)C(C)(C)C)C2)c(=O)[nH]c1=O. Reactants: C[SiH](C)OC(C1C=C(CBr)CC1C(O[SiH](C)C)C(C)(C)C)C(C)(C)C, O=C([O-])O, CCc1c(Sc2ccccc2)[nH]c(=O)[nH]c1=O, CN(C)C=O, [Na+]. As a reaction SMILES: [C:18]([CH3:19])([CH3:20])([CH3:21])[CH:22]([CH:23]1[CH:24]=[C:25]([CH2:37][Br:38])[CH2:26][CH:27]1[CH:28]([O:29][SiH:30]([CH3:31])[CH3:32])[C:33]([CH3:34])([CH3:35])[CH3:36])[O:39][SiH:40]([CH3:41])[CH3:42].[C:43](=[O:44])([OH:45])[O-:46].[CH2:1]([CH3:2])[c:3]1[c:4](=[O:17])[nH:5][c:6](=[O:16])[nH:7][c:8]1[S:9][c:10]1[cH:11][cH:12][cH:13][cH:14][cH:15]1.[CH3:48][N:49]([CH3:50])[CH:51]=[O:52].[Na+:47]>>[CH2:1]([CH3:2])[c:3]1[c:4](=[O:17])[nH:5][c:6](=[O:16])[n:7]([CH2:37][C:25]2=[CH:24][CH:23]([CH:22]([C:18]([CH3:19])([CH3:20])[CH3:21])[O:39][SiH:40]([CH3:41])[CH3:42])[CH:27]([CH:28]([O:29][SiH:30]([CH3:31])[CH3:32])[C:33]([CH3:34])([CH3:35])[CH3:36])[CH2:26]2)[c:8]1[S:9][c:10]1[cH:11][cH:12][cH:13][cH:14][cH:15]1. Reactants: C(C)(C)(C)OC(=O)N1C[C@H]2CC3=C(C(=CN=C3N2[C@@H](C1)C)F)C=O ((4R,9aR)-7-fluoro-8-formyl-4-methyl-3,4,9,9a-tetrahydro-1H-2,4a,5-triaza-fluorene-2-carboxylic acid tert-butyl ester), C(C)(C)(C)OC(=O)N1C[C@H]2CC3=C(C(=CN=C3N2[C@@H](C1)C)F)C=O ((4R,9aR)-7-fluoro-8-formyl-4-methyl-3,4,9,9a-tetrahydro-1H-2,4a,5-triaza-fluorene-2-carboxylic acid tert-butyl ester), [BH4-].[Li+] (lithium borohydride). The solvent is O1CCCC1 (tetrahydrofurane). Reaction conditions: time 0.5 hour. The product is C(C)(C)(C)OC(=O)N1C[C@H]2CC3=C(C(=CN=C3N2[C@@H](C1)C)F)CO ((4R,9aR)-7-fluoro-8-hydroxymethyl-4-methyl-3,4,9,9a-tetrahydro-1H-2,4a,5-triaza-fluorene-2-carboxylic acid tert-butyl ester). Isolated yield 69.6%. As a reaction SMILES: [C:1]([O:5][C:6]([N:8]1[CH2:20][C@@H:19]([CH3:21])[N:18]2[C@H:10]([CH2:11][C:12]3[C:17]2=[N:16][CH:15]=[C:14]([F:22])[C:13]=3[CH:23]=[O:24])[CH2:9]1)=[O:7])([CH3:4])([CH3:3])[CH3:2].[BH4-].[Li+]>O1CCCC1>[C:1]([O:5][C:6]([N:8]1[CH2:20][C@@H:19]([CH3:21])[N:18]2[C@H:10]([CH2:11][C:12]3[C:17]2=[N:16][CH:15]=[C:14]([F:22])[C:13]=3[CH2:23][OH:24])[CH2:9]1)=[O:7])([CH3:2])([CH3:3])[CH3:4] |f:1.2|. Reported procedure: To a solution of 0.800 g (4R,9aR)-7-fluoro-8-formyl-4-methyl-3,4,9,9a-tetrahydro-1H-2,4a,5-triaza-fluorene-2-carboxylic acid tert-butyl ester (intermediate i, examples 54–61) in 15 mL tetrahydrofurane was added 0.052 g lithium borohydride and the mixture was stirred at room temperature for 0.5 h. The reaction mixture was partitioned between water and ethyl acetate. The organic phase was washed twice with water dried over sodium sulfate and evaporated. The residue was purified by chromatography o...